Dataset: the Open Reaction Database (ORD), a public repository of structured organic reaction records. Task: describe an organic reaction: reactants, conditions, products, and yield Starting materials: CP(OCC)(OCC)=O (Diethyl methylphosphonate), C(C1=CC=CC=C1)=C1OC(=O)C2=CC=CC=C12 (benzalphthalide), O1CCCC1 (tetrahydrofuran), O1CCCC1 (tetrahydrofuran), C(CCC)[Li] (butyl lithium). Run in O (water), CCCCCC (hexane). Conditions: time 10 minute. The product is C(C1=CC=CC=C1)C1=CC(C2=CC=CC=C12)=O (3-benzylind-2-en-1-one). As a reaction SMILES: [CH3:1]P(=O)(OCC)OCC.O1CCCC1.C([Li])CCC.[CH:20](=[C:27]1[C:36]2[C:31](=[CH:32][CH:33]=[CH:34][CH:35]=2)[C:29](=[O:30])O1)[C:21]1[CH:26]=[CH:25][CH:24]=[CH:23][CH:22]=1>CCCCCC.O>[CH2:20]([C:27]1[C:36]2[C:31](=[CH:32][CH:33]=[CH:34][CH:35]=2)[C:29](=[O:30])[CH:1]=1)[C:21]1[CH:22]=[CH:23][CH:24]=[CH:25][CH:26]=1. Procedure: Diethyl methylphosphonate (1.94 g.) suspended in 50 ml. of dry tetrahydrofuran is treated with 1.1 equivalents of butyl lithium in hexane under nitrogen at about -78°. After 10 minutes, one equivalent of benzalphthalide in 10 ml. of tetrahydrofuran is added while maintaining the temperature at about -78°. The reaction mixture is allowed to warm to room temperature and then left to stand at room temperature for 3 hours. The reaction mixture is diluted with water and then extracted with ether. The... Reactants: O=C([O-])[O-], CCOC(=O)COc1ccc(S)cc1C, CC#N, Cc1nc(-c2ccc(C(F)(F)F)cc2)oc1CCl, [Cs+], [Cs+], O. Product: CCOC(=O)COc1ccc(SCc2oc(-c3ccc(C(F)(F)F)cc3)nc2C)cc1C. RXN SMILES: [C:19](=[O:20])([O-:21])[O-:22].[CH2:25]([CH3:26])[O:27][C:28]([CH2:29][O:30][c:31]1[c:32]([CH3:38])[cH:33][c:34]([SH:37])[cH:35][cH:36]1)=[O:39].[CH3:41][C:42]#[N:43].[Cl:1][CH2:2][c:3]1[c:4]([CH3:18])[n:5][c:6](-[c:8]2[cH:9][cH:10][c:11]([C:14]([F:15])([F:16])[F:17])[cH:12][cH:13]2)[o:7]1.[Cs+:23].[Cs+:24].[OH2:40]>>[CH2:2]([c:3]1[c:4]([CH3:18])[n:5][c:6](-[c:8]2[cH:9][cH:10][c:11]([C:14]([F:15])([F:16])[F:17])[cH:12][cH:13]2)[o:7]1)[S:37][c:34]1[cH:33][c:32]([CH3:38])[c:31]([O:30][CH2:29][C:28]([O:27][CH2:25][CH3:26])=[O:39])[cH:36][cH:35]1.